describe an organic reaction: reactants, conditions, products, and yield From a dataset of the Open Reaction Database (ORD), a public repository of structured organic reaction records. The reactants are O=C([O-])[O-], Cn1nnnc1S, CC(C)=O, O=S(=O)(CCCCl)c1ccccn1, [K+], [K+]. Yields the product Cn1nnnc1SCCCS(=O)(=O)c1ccccn1. RXN SMILES: [C:21](=[O:22])([O-:23])[O-:24].[CH3:14][n:15]1[n:16][n:17][n:18][c:19]1[SH:20].[CH3:27][C:28](=[O:29])[CH3:30].[Cl:1][CH2:2][CH2:3][CH2:4][S:5](=[O:6])(=[O:7])[c:8]1[n:9][cH:10][cH:11][cH:12][cH:13]1.[K+:25].[K+:26]>>[CH2:2]([CH2:3][CH2:4][S:5](=[O:6])(=[O:7])[c:8]1[n:9][cH:10][cH:11][cH:12][cH:13]1)[S:20][c:19]1[n:15]([CH3:14])[n:16][n:17][n:18]1.